This data is from the Open Reaction Database (ORD), a public repository of structured organic reaction records. The task is: describe an organic reaction: reactants, conditions, products, and yield Reactants: CCCCCCCCCCCCN, CCO, O=CC(O)C(O)C(O)C(O)CO. Product: CCCCCCCCCCCCNC1OC(CO)C(O)C(O)C1O. RXN SMILES: [CH2:13]([CH2:14][CH2:15][CH2:16][CH2:17][CH2:18][CH2:19][CH2:20][CH2:21][CH2:22][CH2:23][CH3:24])[NH2:25].[CH3:26][CH2:27][OH:28].[O:1]=[CH:2][CH:3]([OH:4])[CH:5]([OH:6])[CH:7]([OH:8])[CH:9]([OH:10])[CH2:11][OH:12]>>[CH:2]1([NH:25][CH2:13][CH2:14][CH2:15][CH2:16][CH2:17][CH2:18][CH2:19][CH2:20][CH2:21][CH2:22][CH2:23][CH3:24])[CH:3]([OH:4])[CH:5]([OH:6])[CH:7]([OH:8])[CH:9]([CH2:11][OH:12])[O:10]1. Reactants: solid, [O-]CC.[Na+] (sodium ethoxide), FC(C(C=CC1=C(C=C(C=C1)F)F)=O)(F)F (1,1,1-trifluoro-4-(2,4-difluorophenyl)-3-butene-2-one), NS(=O)(=O)C1=CC=C(C=C1)NN (4-(aminosulphonyl)phenylhydrazine). Run in C(C)O (ethanol). Yields the product NS(=O)(=O)C1=CC=C(C=C1)N1N=C(CC1C1=C(C=C(C=C1)F)F)C(F)(F)F (1-(4-aminosulphonylphenyl)-5-(2,4-difluorophenyl)-4,5-dihydro-3-trifluoromethyl-1H-pyrazole). Yield: 65.0%. Reaction SMILES: [O-]CC.[Na+].[F:5][C:6]([F:20])([F:19])[C:7](=O)[CH:8]=[CH:9][C:10]1[CH:15]=[CH:14][C:13]([F:16])=[CH:12][C:11]=1[F:17].[NH2:21][S:22]([C:25]1[CH:30]=[CH:29][C:28]([NH:31][NH2:32])=[CH:27][CH:26]=1)(=[O:24])=[O:23]>C(O)C>[NH2:21][S:22]([C:25]1[CH:26]=[CH:27][C:28]([N:31]2[CH:9]([C:10]3[CH:15]=[CH:14][C:13]([F:16])=[CH:12][C:11]=3[F:17])[CH2:8][C:7]([C:6]([F:20])([F:19])[F:5])=[N:32]2)=[CH:29][CH:30]=1)(=[O:24])=[O:23] |f:0.1|. Reported procedure: In a flask with an inert atmosphere sodium ethoxide (0.53 g, 7.72 mmoles) is dissolved in 45 ml of ethanol. 1,1,1-trifluoro-4-(2,4-difluorophenyl)-3-butene-2-one (prepared according to method E-1) (0.913 g, 3.86 mmoles) and 4-(aminosulphonyl)phenylhydrazine chlorohydrate (0.87 g, 3.87 mmoles) are added and the mixture was refluxed for 16 hours. The mixture was cooled, evaporated to dryness, cold water added, and the mixture acidified by adding acetic acid and the precipitated solid filtered. Thi... Starting materials: Cc1c(O)cccc1Br, [BH3-]C#N, CC(N)(CO)CO, CCO, Cl, [Na+], O, O, Cc1ccc(S(=O)(=O)O)cc1, O=Cc1ccc2c3ccccc3c3ccccc3c2c1. Yields the product Cl, CC(CO)(CO)NCc1ccc2c3ccccc3c3ccccc3c2c1. As a reaction SMILES: [Br:44][c:45]1[cH:46][cH:47][cH:48][c:49]([OH:50])[c:51]1[CH3:52].[C:40]([BH3-:41])#[N:42].[CH3:21][C:22]([CH2:23][OH:24])([CH2:25][OH:26])[NH2:27].[CH3:54][CH2:55][OH:56].[ClH:53].[Na+:43].[OH2:39].[OH2:57].[c:28]1([CH3:29])[cH:30][cH:31][c:32]([S:33]([OH:34])(=[O:35])=[O:36])[cH:37][cH:38]1.[cH:1]1[c:2]([CH:19]=[O:20])[cH:3][cH:4][c:5]2[c:6]3[cH:7][cH:8][cH:9][cH:10][c:11]3[c:12]3[cH:13][cH:14][cH:15][cH:16][c:17]3[c:18]12>>[ClH:53].[cH:1]1[c:2]([CH2:19][NH:27][C:22]([CH3:21])([CH2:23][OH:24])[CH2:25][OH:26])[cH:3][cH:4][c:5]2[c:6]3[cH:7][cH:8][cH:9][cH:10][c:11]3[c:12]3[cH:13][cH:14][cH:15][cH:16][c:17]3[c:18]12. Reported procedure: To a solution of cyclopropylcarbinol (360 mg, 5 mmol) and sodium hydride (110 mg, 5 mmol) in dry tetrahydrofuran was added a solution of 3-(4-chloro-1,2,5-thiadiazol-3-yl)pyridine (490 mg, 2.5 mmol) in dry tetrahydrofuran. The reaction mixture was stirred at room temperature for 3 h. Water was added and the mixture was extracted with ether. The ether phase was dried and evaporated to yield 400 mg (69%) of the title compound. Solvent: O1CCCC1 (tetrahydrofuran), O1CCCC1 (tetrahydrofuran). Conditions: time 3 hour. The yield is 68.6%. RXN SMILES: [CH:1]1([CH2:4][OH:5])[CH2:3][CH2:2]1.[H-].[Na+].Cl[C:9]1[C:10]([C:14]2[CH:15]=[N:16][CH:17]=[CH:18][CH:19]=2)=[N:11][S:12][N:13]=1.O>O1CCCC1>[CH:1]1([CH2:4][O:5][C:9]2[C:10]([C:14]3[CH:15]=[N:16][CH:17]=[CH:18][CH:19]=3)=[N:11][S:12][N:13]=2)[CH2:3][CH2:2]1 |f:1.2|. Reactants: O (Water), C1(CC1)CO (cyclopropylcarbinol), [H-].[Na+] (sodium hydride), ClC=1C(=NSN1)C=1C=NC=CC1 (3-(4-chloro-1,2,5-thiadiazol-3-yl)pyridine). Product: C1(CC1)COC=1C(=NSN1)C=1C=NC=CC1 (3-(4-cyclopropylmethoxy-1,2,5-thiadiazol-3-yl)pyridine). Reactants: N1C=CC2=C1N=CC=C2C(=O)O (1H-pyrrolo[2,3-b]pyridine-4-carboxylic acid), C(NN)(=O)OCC1=CC=CC=C1 (benzyl carbazate). Product: N1C=CC=2C1=NC=CC2C(=O)NNC(=O)OCC2=CC=CC=C2 (benzyl 2-(1H-pyrrolo[2,3-b]pyridin-4-ylcarbonyl)hydrazinecarboxylate). The yield is 67.0%. As a reaction SMILES: [NH:1]1[C:5]2[N:6]=[CH:7][CH:8]=[C:9]([C:10]([OH:12])=O)[C:4]=2[CH:3]=[CH:2]1.[C:13]([O:17][CH2:18][C:19]1[CH:24]=[CH:23][CH:22]=[CH:21][CH:20]=1)(=[O:16])[NH:14][NH2:15]>>[NH:1]1[C:5]2=[N:6][CH:7]=[CH:8][C:9]([C:10]([NH:15][NH:14][C:13]([O:17][CH2:18][C:19]3[CH:24]=[CH:23][CH:22]=[CH:21][CH:20]=3)=[O:16])=[O:12])=[C:4]2[CH:3]=[CH:2]1. Reported procedure: In the same manner as in Reference Example 1 and using 1H-pyrrolo[2,3-b]pyridine-4-carboxylic acid instead of benzothiazole-6-carboxylic acid and benzyl carbazate instead of tert-butyl carbazate, the title compound (yield 67%) was obtained as pale-yellow crystals. Starting materials: IC1=C(N)C=CC(=C1)[N+](=O)[O-] (2-iodo-4-nitroaniline), stannous chloride dihydrate, [OH-].[Na+] (sodium hydroxide). The solvent is Cl (hydrochloric acid), Cl (hydrochloric acid). Yields the product IC1=C(C=CC(=C1)N)N (2-Iodo-p-phenylenediamine). Isolated yield 20.9%. RXN SMILES: [I:1][C:2]1[CH:8]=[C:7]([N+:9]([O-])=O)[CH:6]=[CH:5][C:3]=1[NH2:4].[OH-].[Na+]>Cl>[I:1][C:2]1[CH:8]=[C:7]([NH2:9])[CH:6]=[CH:5][C:3]=1[NH2:4] |f:1.2|. Procedure: A mixture of concentrated hydrochloric acid (150 ml) and 2-iodo-4-nitroaniline (30.0 g) is stirred and warmed to 45°-50° C. A solution of stannous chloride dihydrate (90.0 g) in concentrated hydrochloric acid (110 ml) is added while maintaining the reaction temperature at 65°-70° C. After the addition is completed, the mixture is cooled in an ice bath and 50% sodium hydroxide (250 ml) is added slowly. The mixture is filtered and the isolated damp solid is stirred in 600 ml water at reflux. The s...